This data is from the Open Reaction Database (ORD), a public repository of structured organic reaction records. The task is: describe an organic reaction: reactants, conditions, products, and yield Starting materials: O1N=CC=N1 (1,2,5-oxadiazole), (+/-)-3-butylthio-4-(azabicyclo[2.2.2]octyl-3-oxy)-pyrazine, 3-(2,2,3,3,4,4,4-heptaflurorobutyloxy)-4-[(+/-)-3-(1-azabicyclo[2.2.2]octyloxy)]-pyrazine, N1=CC=NC=C1 (pyrazine), N1=CC=NC=C1 (pyrazine), O1N=CC=N1 (1,2,5-oxadiazole), 3-(3-N-(2-thiazolidonyl)propylthio)-4-(1-azabicyclo[2.2.2]octyl-3-oxy)-pyrazine, N1=CC=NC=C1 (pyrazine), 2-[exo-(+/-)-3-[1-azabicyclo[3.2.1]octyloxy)]pyrazine, N1=CC=NC=C1 (pyrazine), 3-(3-N-(2-thiazolidonyl)propylthio)-4-(1-azabicyclo[2.2.2]octyl-3-oxy)-1,2,5-oxadiazole, 3-butyl-4-[5-(1-azabicyclo[3.2.1]octyloxy)]-1,2,5-oxadiazole, C(CCC)SC1C=NC=CN1OC1CNC1 (3-butylthio-4-(3-azetidinyloxy)-pyrazine), N1=CC=NC=C1 (pyrazine), endo-(1-azabicyclo[3.2.1]octyloxy)pyrazine, 3-(2,2,3,3,4,4,4-heptaflurorobutyloxy)-4-[(+/-)-3-(1-azabicyclo[2.2.2]octyloxy)]-1,2,5-oxadiazole, N1=CC=NC=C1 (pyrazine), O1N=CC=N1 (1,2,5-oxadiazole), N1=CC=NC=C1 (pyrazine), 3-propargyl-2-[4-(1-azabicyclo[2.2.1]heptyloxy)]pyrazine, O1N=CC=N1 (1,2,5-oxadiazole), O1N=CC=N1 (1,2,5-oxadiazole), (+/-)-3-butyloxy-4-[endo-(+/-)-6-[1-azabicyclo[3.2.1]octyloxy)]-1,2,5-oxadiazole, (+/-)-3-butylthio-4-(azabicyclo[2.2.2]octyl-3-oxy)-1,2,5-oxadiazole, 3-chloro-4-(1-azabicyclo[3.2.1]octyl-6-oxy)-1,2,5-oxadiazole, N1=CC=NC=C1 (pyrazine), 3-methoxy-4-(1-azabicyclo[2.2.2]octyl-3-oxy)-1,2,5-oxadiazole, O1N=CC=N1 (1,2,5-oxadiazole), 3-methoxy-4-(1-azabicyclo[2.2.2]octyl-3-oxy)-pyrazine, O1N=CC=N1 (1,2,5-oxadiazole), C(CCC)SC1=NON=C1OC1CNC1 (3-butylthio-4-(3-azetidinyloxy)-1,2,5-oxadiazole), N1=CC=NC=C1 (pyrazine), N1=CC=NC=C1 (pyrazine), C(CCC)OC1=NON=C1O[C@H]1[C@@H](CCC1)N(C)C (trans-3-butyloxy-4-(2-dimethylaminocyclopentyloxy)-1,2,5-oxadiazole), CC(CC)OC1=NON=C1OC12CNC(CC1)CC2 ((+/-)-3-(2-butyloxy)-4-[(+/-)-3-azabicyclo[2.2.2]octyloxy)-1,2,5-oxadiazole), C(CCC)OC1C=NC=CN1O[C@H]1[C@@H](CCC1)N(C)C (trans-3-butyloxy-4-(2-dimethylaminocyclopentyloxy)-pyrazine), N1=CC=NC=C1 (pyrazine), 3-cyclobutylmethyl-4-[2-i-endo-(8-azabicyclo[3.2.1]octyloxy)]-1,2,5-oxadiazole, N1=CC=NC=C1 (pyrazine), CC(CC)OC1C=NC=CN1OC12CNC(CC1)CC2 ((+/-)-3-(2-butyloxy)-4-[(+/-)-3-azabicyclo[2.2.2]octyloxy)-pyrazine), N1=CC=NC=C1 (pyrazine), (+/-)-3-butyloxy-4-[endo-(+/-)-6-[1-azabicyclo[3.2.1]octyloxy)]-pyrazine, 3-butyl-4-[5-(1-azabicyclo[3.2.1]octyloxy)]-pyrazine, N1=CC=NC=C1 (pyrazine), 3-chloro-4-(1-azabicyclo[3.2.1]octyl-6-oxy)-pyrazine. Product: C(CCC)SC1=NSN=C1O (3-Butylthio-4-hydroxy-1,2,5-thiadiazole). Reaction SMILES: CC(O[C:6]1[C:10]([O:11]C23CCC(CC2)NC3)=[N:9]O[N:7]=1)CC.O1N=CC=N1.C(OC1C(O[C@@H]2CCC[C@H]2N(C)C)=NON=1)CCC.[CH2:44]([S:48]C1C(OC2CNC2)=NON=1)[CH2:45][CH2:46][CH3:47].CC(OC1N(OC23CCC(CC2)NC3)C=CN=C1)CC.N1C=CN=CC=1.C(OC1N(O[C@@H]2CCC[C@H]2N(C)C)C=CN=C1)CCC.C([S:109]C1N(OC2CNC2)C=CN=C1)CCC>>[CH2:44]([S:48][C:6]1[C:10]([OH:11])=[N:9][S:109][N:7]=1)[CH2:45][CH2:46][CH3:47]. Procedure: (+/-)-3-butylthio-4-(azabicyclo[2.2.2]octyl-3-oxy)-1,2,5-oxadiazole, (+/-)-3-(2-butyloxy)-4-[(+/-)-3-azabicyclo[2.2.2]octyloxy)-1,2,5-oxadiazole, (+/-)-3-butyloxy-4-[endo-(+/-)-6-[1-azabicyclo[3.2.1]octyloxy)]-1,2,5-oxadiazole, 3-(2,2,3,3,4,4,4-heptaflurorobutyloxy)-4-[(+/-)-3-(1-azabicyclo[2.2.2]octyloxy)]-1,2,5-oxadiazole, 3-methoxy-4-(1-azabicyclo[2.2.2]octyl-3-oxy)-1,2,5-oxadiazole, 3-pentylthio-4-(1-azabicyclo[2.2.2]ocytl-3-oxy)-1,2,5-oxadiazole, trans-3-butyloxy-4-(2-dimethylaminocyclopent...